From a dataset of the Open Reaction Database (ORD), a public repository of structured organic reaction records. describe an organic reaction: reactants, conditions, products, and yield The reactants are COC1=C(C=CC=C1)N1CCNCC1 (1-(2-methoxyphenyl)piperazine), C=O (formaldehyde), CC1N=C(NC1=O)C1=CC=CC=C1 (4-methyl-2-phenyl-2-imidazolin-5-one). Run in industrial methylated spirit. Run at time 10 minute. Yields the product COC1=C(C=CC=C1)N1CCN(CC1)CC1(N=C(NC1=O)C1=CC=CC=C1)C (4-[4-(2-methoxyphenyl)piperazin-1-ylmethyl]-4-methyl-2-phenyl-2-imidazolin-5-one). As a reaction SMILES: [CH3:1][O:2][C:3]1[CH:8]=[CH:7][CH:6]=[CH:5][C:4]=1[N:9]1[CH2:14][CH2:13][NH:12][CH2:11][CH2:10]1.[CH2:15]=O.[CH3:17][CH:18]1[C:22](=[O:23])[NH:21][C:20]([C:24]2[CH:29]=[CH:28][CH:27]=[CH:26][CH:25]=2)=[N:19]1>>[CH3:1][O:2][C:3]1[CH:8]=[CH:7][CH:6]=[CH:5][C:4]=1[N:9]1[CH2:14][CH2:13][N:12]([CH2:17][C:18]2([CH3:15])[C:22](=[O:23])[NH:21][C:20]([C:24]3[CH:25]=[CH:26][CH:27]=[CH:28][CH:29]=3)=[N:19]2)[CH2:11][CH2:10]1. Procedure details: A mixture of 1-(2-methoxyphenyl)piperazine (2.4 g) and 37-40% aqueous formaldehyde solution was stirred at ambient temperature under nitrogen for 10 minutes, then a suspension of 4-methyl-2-phenyl-2-imidazolin-5-one (2.58 g) in industrial methylated spirit (100 ml) was added in one portion. The stirred mixture was heated under reflux for 48 hours, then the solvent was removed in vacuo. The residue was triturated with a 2:1 mixture of cyclohexane and ether, undissolved solid was removed by filtra... Reactants: CN(C)Cc1ccc(C=O)cc1, CC#N, CC(C)O, [Mg+2], Nc1cc(F)cc2c1COC2=O, O=S(=O)([O-])[O-]. The product is CN(C)Cc1ccc(C=Nc2cc(F)cc3c2COC3=O)cc1. RXN SMILES: [CH3:1][N:2]([CH3:3])[CH2:4][c:5]1[cH:6][cH:7][c:8]([CH:9]=[O:10])[cH:11][cH:12]1.[CH3:35][C:36]#[N:37].[CH:31]([OH:32])([CH3:33])[CH3:34].[Mg+2:13].[NH2:19][c:20]1[c:21]2[c:25]([cH:26][c:27]([F:29])[cH:28]1)[C:24](=[O:30])[O:23][CH2:22]2.[O-:14][S:15](=[O:16])(=[O:17])[O-:18]>>[CH3:1][N:2]([CH3:3])[CH2:4][c:5]1[cH:6][cH:7][c:8]([CH:9]=[N:19][c:20]2[c:21]3[c:25]([cH:26][c:27]([F:29])[cH:28]2)[C:24](=[O:30])[O:23][CH2:22]3)[cH:11][cH:12]1. Starting materials: [BH-](OC(=O)C)(OC(=O)C)OC(=O)C.[Na+] (NaBH(OAc)3), C(C)(C)(C)C1=CC(=NO1)NC(=O)NC1=CC(=CC=C1)OC1=NC=NC2=CC=C(C=C12)C=1OC(=CC1)C=O (1-(5-tert-butylisoxazol-3-yl)-3-{3-[6-(5-formylfuran-2-yl)quinazolin-4-yloxy]phenyl}urea), CS(=O)(=O)CCN (2-(methylsulfonyl)ethanamine), [O-]S(=O)(=O)[O-].[Mg+2] (MgSO4), [BH-](OC(=O)C)(OC(=O)C)OC(=O)C.[Na+] (NaBH(OAc)3). Reagents/catalysts: C(C)(=O)O (acetic acid). Run in CO (MeOH), C(Cl)Cl (CH2Cl2). Reaction conditions: time 1 hour. Yields the product C(C)(C)(C)C1=CC(=NO1)NC(=O)NC1=CC(=CC=C1)OC1=NC=NC2=CC=C(C=C12)C=1OC(=CC1)CNCCS(=O)(=O)C (1-(5-tert-butylisoxazol-3-yl)-3-{3-[6-(5-{[2-(methylsulfonyl)ethylamino]methyl}furan-2-yl)quinazolin-4-yloxy]phenyl}urea). Yield: 25.3%. As a reaction SMILES: [C:1]([C:5]1[O:9][N:8]=[C:7]([NH:10][C:11]([NH:13][C:14]2[CH:19]=[CH:18][CH:17]=[C:16]([O:20][C:21]3[C:30]4[C:25](=[CH:26][CH:27]=[C:28]([C:31]5[O:32][C:33]([CH:36]=O)=[CH:34][CH:35]=5)[CH:29]=4)[N:24]=[CH:23][N:22]=3)[CH:15]=2)=[O:12])[CH:6]=1)([CH3:4])([CH3:3])[CH3:2].[CH3:38][S:39]([CH2:42][CH2:43][NH2:44])(=[O:41])=[O:40].[O-]S([O-])(=O)=O.[Mg+2].[BH-](OC(C)=O)(OC(C)=O)OC(C)=O.[Na+]>C(Cl)Cl.C(O)(=O)C.CO>[C:1]([C:5]1[O:9][N:8]=[C:7]([NH:10][C:11]([NH:13][C:14]2[CH:19]=[CH:18][CH:17]=[C:16]([O:20][C:21]3[C:30]4[C:25](=[CH:26][CH:27]=[C:28]([C:31]5[O:32][C:33]([CH2:36][NH:44][CH2:43][CH2:42][S:39]([CH3:38])(=[O:41])=[O:40])=[CH:34][CH:35]=5)[CH:29]=4)[N:24]=[CH:23][N:22]=3)[CH:15]=2)=[O:12])[CH:6]=1)([CH3:3])([CH3:2])[CH3:4] |f:2.3,4.5|. Procedure: To a mixture of 1-(5-tert-butylisoxazol-3-yl)-3-{3-[6-(5-formylfuran-2-yl)quinazolin-4-yloxy]phenyl}urea (0.17 g. 0.34 mmol), 2-(methylsulfonyl)ethanamine (0.15 g. 1.2 mmol), and MgSO4 in CH2Cl2 was added acetic acid (4 drops), followed by MeOH (1 mL). After the mixture was stirred at room temperature for 1 hour, NaBH(OAc)3 (0.212 g, 1 mmol) was added. After stirring the mixture at room temperature for more 2 hours, more NaBH(OAc)3 (0.212 g, 1 mmol) was added and stirred at room temperature over...